Dataset: the Open Reaction Database (ORD), a public repository of structured organic reaction records. Task: describe an organic reaction: reactants, conditions, products, and yield The reactants are C1(=CC=CC=C1)C(CCC1=CC=CC=C1)=O (1,3-diphenylpropan-1-one), Cl.S1CNCC1 (thiazolidine hydrochloride), C=O (paraformaldehyde), Cl (hydrochloric acid), white product, Cl.S1CNCC1 (thiazolidine hydrochloride). Yields the product C(C1=CC=CC=C1)C(C(=O)C1=CC=CC=C1)CN1CSCC1 (2-benzyl-1-phenyl-3-(3-thiazolidinyl)propan-1-one). Isolated yield 50.1%. Reaction SMILES: [C:1]1([C:7](=[O:16])[CH2:8][CH2:9][C:10]2[CH:15]=[CH:14][CH:13]=[CH:12][CH:11]=2)[CH:6]=[CH:5][CH:4]=[CH:3][CH:2]=1.Cl.[S:18]1[CH2:22][CH2:21][NH:20][CH2:19]1.[CH2:23]=O.Cl>>[CH2:9]([CH:8]([CH2:23][N:20]1[CH2:21][CH2:22][S:18][CH2:19]1)[C:7]([C:1]1[CH:6]=[CH:5][CH:4]=[CH:3][CH:2]=1)=[O:16])[C:10]1[CH:11]=[CH:12][CH:13]=[CH:14][CH:15]=1 |f:1.2|. Reported procedure: A mixture containing 10.51 g (0.05 mol) of 1,3-diphenylpropan-1-one, 6.28 g (0.05 mol) of thiazolidine hydrochloride, 3.75 g (0.125 mol) of paraformaldehyde and 25 ml of 37% hydrochloric acid is stirred under reflux for 6 hours. After cooling down, 2.50 g of a white product precipitate from the reaction mixture which is unchanged thiazolidine hydrochloride. After evaporating the filtrate, the light yellow residue weighing 16.52 g is washed thoroughly 3 times with 20 ml of ether each. Thus, 7.80 ... Reactants: [OH-].[Na+] (sodium hydroxide), C(CC)N1C(C=2C(NC3=C1C=CC=C3)=CSC2)=O (4,9-dihydro-9-propyl-10H-thieno[3,4-b][1,5]benzodiazepin-10-one), O1CCCC1 (tetrahydrofuran), O1CCCC1 (tetrahydrofuran), [H-].[Al+3].[Li+].[H-].[H-].[H-] (lithium aluminum hydride). Solvent: O (water), O (water). The product is C(CC)N1CC=2C(NC3=C1C=CC=C3)=CSC2 (9,10-Dihydro-9-propyl-4H-thieno[3,4-b][1,5]benzodiazepine). As a reaction SMILES: [CH2:1]([N:4]1[C:10]2[CH:11]=[CH:12][CH:13]=[CH:14][C:9]=2[NH:8][C:7]2=[CH:15][S:16][CH:17]=[C:6]2[C:5]1=O)[CH2:2][CH3:3].O1CCCC1.[H-].[Al+3].[Li+].[H-].[H-].[H-].[OH-].[Na+]>O>[CH2:1]([N:4]1[C:10]2[CH:11]=[CH:12][CH:13]=[CH:14][C:9]=2[NH:8][C:7]2=[CH:15][S:16][CH:17]=[C:6]2[CH2:5]1)[CH2:2][CH3:3] |f:2.3.4.5.6.7,8.9|. Reported procedure: A 5 g. portion of 4,9-dihydro-9-propyl-10H-thieno[3,4-b][1,5]benzodiazepin-10-one in 100 ml. of dried tetrahydrofuran is added dropwise with stirring under nitrogen to a suspension of 3.1 g. of lithium aluminum hydride in 100 ml. of tetrahydrofuran. The reaction mixture is stirred for 18 hours under reflux, then cooled in an ice bath and treated under nitrogen, with stirring, with 3 ml. of water, 3 ml. of 15% sodium hydroxide and finally with 9 ml. of water. The complex is filtered and washed th... Yields the product C(C)C(COC(\C(\C)=C/C(=O)OCC(CCCC)CC)=O)CCCC (bis-(2-ethylhexyl)citraconate). Starting materials: C1(\C(\C)=C/C(=O)O1)=O (citraconic anhydride), C(C)C(CO)CCCC (2-ethyl-hexanol), C1(=CC=C(C=C1)S(=O)=O)C (p-toluenesulfonic acid monohydride), C(C)OC(C)=O (ethylacetate). Conditions: temperature 160 celsius, time 8 hour. Reported procedure: 10 ml of citraconic anhydride (CAS no 616-02-4) and 53 ml of 2-ethyl-hexanol (CAS no 104-76-7) and 0.3 g of p-toluenesulfonic acid monohydride (CAS n 6192-52-5) were mixed in a glass flask at room temperature. The mixture was heated to 160° C., and maintained at that temperature under stirring overnight. Thereafter the mixture was cooled and diluted with 50 ml of ethylacetate, and washed twice with 100 ml of 10% NaHCO3 solution and twice with 50 ml of water, and dried with MgSO4, and filtered. F... RXN SMILES: [C:1]1(=[O:8])[O:7][C:5](=[O:6])[CH:4]=[C:2]1[CH3:3].[CH2:9]([CH:11]([CH2:14][CH2:15][CH2:16][CH3:17])[CH2:12][OH:13])[CH3:10].[C:18]1([CH3:27])[CH:23]=[CH:22][C:21](S(=O)=O)=[CH:20][CH:19]=1.[CH2:28](OC(=O)C)C>>[CH2:9]([CH:11]([CH2:14][CH2:15][CH2:16][CH3:17])[CH2:12][O:13][C:1](=[O:8])/[C:2](=[CH:4]\[C:5]([O:7][CH2:28][CH:21]([CH2:20][CH3:19])[CH2:22][CH2:23][CH2:18][CH3:27])=[O:6])/[CH3:3])[CH3:10]. The reactants are O=C(OC)C=1C=CC=CC1CCCNC(=O)C(F)(F)F. The reagents and catalysts are O=S(=O)([O-])CC=1C=NC(=CC1)C2=NC=C(C=C2)C.CCCC[N+](CCCC)(CCCC)CCCC, O1B(OC(C)(C)C1(C)C)B2OC(C)(C)C(O2)(C)C, C[OH2+].C[OH2+].C1CC=CCCC=C1.C1CC=CCCC=C1.[Ir].[Ir]. The solvent is O1CCCC1. Reaction conditions: temperature 50 celsius, time 20 hour. Yields the product O=C(OC)C1=CC=C(C=C1CCCNC(=O)C(F)(F)F)B2OC(C)(C)C(O2)(C)C, O=C(OC)C1=CC(=CC=C1CCCNC(=O)C(F)(F)F)B2OC(C)(C)C(O2)(C)C. The yield is 3.0%. Reported procedure: Following general procedure F using methyl 2‐(3‐(2,2,2‐trifluoroacetamido)propyl)benzoate (57.9 mg, 0.20 mmol), B2pin2 (101 mg, 0.40 mmol), [Ir(COD)OMe]2 (2.0 mg, 0.0030 mmol) and 1a (3.0 mg, 0.0060 mmol) in THF (1.0 mL). The reaction was stirred at 50 °C for 20 hours before cooling and the solvents removed. Analysis of crude 1 H NMR using internal standard 1,2‐dimethoxyethane showed >20:1 meta:para borylation in 100% yield. The crude product was purified by silica gel chromatography (Pet. Ether...